Task: describe an organic reaction: reactants, conditions, products, and yield. Dataset: the Open Reaction Database (ORD), a public repository of structured organic reaction records The reactants are FC1=C(C=C(C=C1)F)C(C(C#N)C)(CN1N=CN=C1)O (racemic 3-(2,5-difluorophenyl)-3-hydroxy-2-methyl-4-(1H-1,2,4-triazol-1-yl)butanenitrile), [C@@]12(C(=O)CC(CC1)C2(C)C)CS(=O)(=O)O ((1R)-10-camphorsulfonic acid). Run in CC(=O)C (acetone), CO (methanol). Reaction conditions: time 8 hour. The product is FC1=C(C=C(C=C1)F)[C@]([C@H](C#N)C)(CN1N=CN=C1)O.[C@@]12(C(=O)CC(CC1)C2(C)C)CS(=O)(=O)[O-] ((2S,3R)-3-(2,5-difluorophenyl)-3-hydroxy-2-methyl-4-(1H-1,2,4-triazol-1-yl)butanenitrile (1R)-10-camphorsulfonate). RXN SMILES: [F:1][C:2]1[CH:7]=[CH:6][C:5]([F:8])=[CH:4][C:3]=1[C:9]([OH:20])([CH2:14][N:15]1[CH:19]=[N:18][CH:17]=[N:16]1)[CH:10]([CH3:13])[C:11]#[N:12].[C@@:21]12([CH2:31][S:32]([OH:35])(=[O:34])=[O:33])[C:28]([CH3:30])([CH3:29])[CH:25]([CH2:26][CH2:27]1)[CH2:24][C:22]2=[O:23]>CC(C)=O.CO>[F:1][C:2]1[CH:7]=[CH:6][C:5]([F:8])=[CH:4][C:3]=1[C@@:9]([OH:20])([CH2:14][N:15]1[CH:19]=[N:18][CH:17]=[N:16]1)[C@@H:10]([CH3:13])[C:11]#[N:12].[C@@:21]12([CH2:31][S:32]([O-:35])(=[O:33])=[O:34])[C:28]([CH3:30])([CH3:29])[CH:25]([CH2:26][CH2:27]1)[CH2:24][C:22]2=[O:23] |f:4.5|. Procedure: To a solution of racemic 3-(2,5-difluorophenyl)-3-hydroxy-2-methyl-4-(1H-1,2,4-triazol-1-yl)butanenitrile (2.7 g) in acetone (40 ml) a solution of (1R)-10-camphorsulfonic acid (2 g) in methanol (30 ml) was added and the mixture was heated under reflux until a solution was obtained. The solution was slowly cooled to rt, seeded with crystals of the desired enantiomeric salt and let overnight. The solid was collected by filtration, washed with small amount of cold acetone and dried to provide (2S,3... As a reaction SMILES: [CH:1]1([NH2:5])[CH2:4][CH2:3][CH2:2]1.[C:6]([NH:10][S:11]([C:14]1[CH:15]=[C:16]([S:20](Cl)(=[O:22])=[O:21])[CH:17]=[CH:18][CH:19]=1)(=[O:13])=[O:12])([CH3:9])([CH3:8])[CH3:7]>>[CH:1]1([NH:5][S:20]([C:16]2[CH:15]=[C:14]([S:11]([NH:10][C:6]([CH3:9])([CH3:8])[CH3:7])(=[O:13])=[O:12])[CH:19]=[CH:18][CH:17]=2)(=[O:22])=[O:21])[CH2:4][CH2:3][CH2:2]1. Yields the product C1(CCC1)NS(=O)(=O)C=1C=C(C=CC1)S(=O)(=O)NC(C)(C)C (Benzene-1,3-disulfonic acid tert-butyl-amide cyclobutylamide). The reactants are C1(CCC1)N (cyclobutylamine), C(C)(C)(C)NS(=O)(=O)C=1C=C(C=CC1)S(=O)(=O)Cl (3-tert-butylsulfamoyl-benzenesulfonyl chloride). Procedure: Using a procedure similar to that described in Preparation E, 4 ml of cyclobutylamine was added to 1 gram (3.9 mmole) of 3-tert-butylsulfamoyl-benzenesulfonyl chloride to give 813 mg of the titled compound. The reactants are C(COCCOCCOCCOCCOCCO)O (hexaethylene glycol), C(C1=CC=CC=C1)Br (benzyl bromide), C(C)(C)OC(C)C (diisopropyl ether), [OH-].[Na+] (sodium hydroxide). Solvent: O (Water), O1CCCC1 (tetrahydrofuran). Run at temperature 20 celsius, time 17 hour. Yields the product C1(=CC=CC=C1)COCCOCCOCCOCCOCCOCCO (1-Phenyl-2,5,8,11,14,17-hexaoxanonadecan-19-ol). Reaction SMILES: [CH2:1]([OH:19])[CH2:2][O:3][CH2:4][CH2:5][O:6][CH2:7][CH2:8][O:9][CH2:10][CH2:11][O:12][CH2:13][CH2:14][O:15][CH2:16][CH2:17][OH:18].[CH2:20](Br)[C:21]1[CH:26]=[CH:25][CH:24]=[CH:23][CH:22]=1.C(OC(C)C)(C)C.[OH-].[Na+]>O.O1CCCC1>[C:21]1([CH2:20][O:18][CH2:17][CH2:16][O:15][CH2:14][CH2:13][O:12][CH2:11][CH2:10][O:9][CH2:8][CH2:7][O:6][CH2:5][CH2:4][O:3][CH2:2][CH2:1][OH:19])[CH:26]=[CH:25][CH:24]=[CH:23][CH:22]=1 |f:3.4|. Procedure: To a stirred mixture of hexaethylene glycol (10 g), benzyl bromide (4.53 mL) and diisopropyl ether (25 mL) was added tetrahydrofuran (10 mL). The mixture was cooled to 15–20° C. and aqueous sodium hydroxide (10.8M, 4.92 mL) was added slowly maintaining the temperature at 15–20° C. during addition. The resulting mixture was allowed to warm to 20° C. and stirred for a further 17 hours. Water (50 mL) was then added to the reaction mixture, which was then washed with diisopropyl ether (25 mL). Sodiu... Product: COC(C)c1ccncc1. As a reaction SMILES: [CH3:14][I:15].[H-:10].[H:12][H:13].[Na+:11].[O:16]1[CH2:17][CH2:18][CH2:19][CH2:20]1.[OH:1][CH:2]([CH3:3])[c:4]1[cH:5][cH:6][n:7][cH:8][cH:9]1>>[O:1]([CH:2]([CH3:3])[c:4]1[cH:5][cH:6][n:7][cH:8][cH:9]1)[CH3:14]. The reactants are CI, [H-], [H][H], [Na+], C1CCOC1, CC(O)c1ccncc1.